From a dataset of the Open Reaction Database (ORD), a public repository of structured organic reaction records. describe an organic reaction: reactants, conditions, products, and yield The reactants are ClC1=CC=C(C=C1)C(=O)N([C@H]1[C@@H](CN(CC1)C(=O)OC(C)(C)C)C1=CC(=C(C=C1)Cl)Cl)C (tert-butyl (3R,4R)-4-{[(4-chlorophenyl)carbonyl](methyl)amino}-3-(3,4-dichlorophenyl)piperidine-1-carboxylate), Cl.C(C)(=O)OCC (hydrogen chloride ethyl acetate). The solvent is C(C)(=O)OCC (ethyl acetate). Reaction conditions: temperature 50 celsius, time 4 hour. Yields the product Cl.ClC1=CC=C(C(=O)N(C)[C@H]2[C@@H](CNCC2)C2=CC(=C(C=C2)Cl)Cl)C=C1 (4-chloro-N-[(3R,4R)-3-(3,4-dichlorophenyl)piperidin-4-yl]-N-methylbenzamide monohydrochloride). RXN SMILES: [Cl:1][C:2]1[CH:7]=[CH:6][C:5]([C:8]([N:10]([CH3:32])[C@@H:11]2[CH2:16][CH2:15][N:14](C(OC(C)(C)C)=O)[CH2:13][C@H:12]2[C:24]2[CH:29]=[CH:28][C:27]([Cl:30])=[C:26]([Cl:31])[CH:25]=2)=[O:9])=[CH:4][CH:3]=1.Cl.C(OCC)(=O)C>C(OCC)(=O)C>[ClH:1].[Cl:1][C:2]1[CH:3]=[CH:4][C:5]([C:8]([N:10]([C@@H:11]2[CH2:16][CH2:15][NH:14][CH2:13][C@H:12]2[C:24]2[CH:29]=[CH:28][C:27]([Cl:30])=[C:26]([Cl:31])[CH:25]=2)[CH3:32])=[O:9])=[CH:6][CH:7]=1 |f:1.2,4.5|. Procedure: To a solution of tert-butyl (3R,4R)-4-{[(4-chlorophenyl)carbonyl](methyl)amino}-3-(3,4-dichlorophenyl)piperidine-1-carboxylate (700 mg) obtained in Example 168 in ethyl acetate (5 mL) was added 4N hydrogen chloride/ethyl acetate solution (5 mL), and the mixture was stirred at 50° C. for 4 hr. The reaction mixture was concentrated under reduced pressure, and the precipitate was collected by filtration to give the title compound. Starting materials: CCC(Oc1cnc(Cl)c(Cl)c1)C(=O)O, C[SiH](C)OC(C#CC(C)(C)N)C(C)(C)C. Product: CCC(Oc1cnc(Cl)c(Cl)c1)C(=O)NC(C)(C)C#CC(O[SiH](C)C)C(C)(C)C. RXN SMILES: [Cl:1][c:2]1[cH:3][c:4]([O:9][CH:10]([C:11](=[O:12])[OH:13])[CH2:14][CH3:15])[cH:5][n:6][c:7]1[Cl:8].[NH2:16][C:17]([C:18]#[C:19][CH:20]([C:21]([CH3:22])([CH3:23])[CH3:24])[O:25][SiH:26]([CH3:27])[CH3:28])([CH3:29])[CH3:30]>>[Cl:1][c:2]1[cH:3][c:4]([O:9][CH:10]([C:11](=[O:13])[NH:16][C:17]([C:18]#[C:19][CH:20]([C:21]([CH3:22])([CH3:23])[CH3:24])[O:25][SiH:26]([CH3:27])[CH3:28])([CH3:29])[CH3:30])[CH2:14][CH3:15])[cH:5][n:6][c:7]1[Cl:8]. The reactants are BrC1=C(C=CC=C1)C1=CC=C(C=C1)S(=O)(=O)C (1-bromo-2-[4-(methylsulfonyl)phenyl]benzene), ClC=1C=C(C=CC1F)B(O)O (3-chloro-4-fluorophenylboronic acid). The product is ClC1=C(C=CC(=C1)C1=C(C=CC=C1)C1=CC=C(C=C1)S(=O)(=O)C)F (2-chloro-1-fluoro-4-[2-[4-(methylsulfonyl)phenyl]phenyl]benzene). Yield: 89.3%. RXN SMILES: Br[C:2]1[CH:7]=[CH:6][CH:5]=[CH:4][C:3]=1[C:8]1[CH:13]=[CH:12][C:11]([S:14]([CH3:17])(=[O:16])=[O:15])=[CH:10][CH:9]=1.[Cl:18][C:19]1[CH:20]=[C:21](B(O)O)[CH:22]=[CH:23][C:24]=1[F:25]>>[Cl:18][C:19]1[CH:20]=[C:21]([C:2]2[CH:7]=[CH:6][CH:5]=[CH:4][C:3]=2[C:8]2[CH:13]=[CH:12][C:11]([S:14]([CH3:17])(=[O:16])=[O:15])=[CH:10][CH:9]=2)[CH:22]=[CH:23][C:24]=1[F:25]. Procedure details: Following the general procedure outlined in Synthetic Scheme VI, 6.43 g (20.6 mmol) of 1-bromo-2-[4-(methylsulfonyl)phenyl]benzene (Example 4, Step 2) was reacted with 5.37 g (30.9 mmol) of 3-chloro-4-fluorophenylboronic acid. Purification by silica gel chromatography (Waters Prep-500A)with ethyl acetate/hexane (1:3) gave 6.64 g (89%) of 2-chloro-1-fluoro-4-[2-[4-(methylsulfonyl)phenyl]phenyl]benzene as a colorless solid: mp 179.5°-181.1° C.; NMR (CDCl3) δ 3.06 (s, 3H), 6.86-6.93 (m, 1H), 6.98 (... The reactants are O=C1CCC(=O)N1Br, ClCCl, COC(=O)c1ccc(C)c(-n2c(C)cc(OCc3ccc(F)cc3F)cc2=O)c1. The product is COC(=O)c1ccc(C)c(-n2c(C)cc(OCc3ccc(F)cc3F)c(Br)c2=O)c1. As a reaction SMILES: [Br:30][N:31]1[C:32](=[O:33])[CH2:34][CH2:35][C:36]1=[O:37].[Cl:38][CH2:39][Cl:40].[F:1][c:2]1[c:3]([CH2:4][O:5][c:6]2[cH:7][c:8](=[O:24])[n:9](-[c:13]3[cH:14][c:15]([C:16](=[O:17])[O:18][CH3:19])[cH:20][cH:21][c:22]3[CH3:23])[c:10]([CH3:12])[cH:11]2)[cH:25][cH:26][c:27]([F:29])[cH:28]1>>[F:1][c:2]1[c:3]([CH2:4][O:5][c:6]2[c:7]([Br:30])[c:8](=[O:24])[n:9](-[c:13]3[cH:14][c:15]([C:16](=[O:17])[O:18][CH3:19])[cH:20][cH:21][c:22]3[CH3:23])[c:10]([CH3:12])[cH:11]2)[cH:25][cH:26][c:27]([F:29])[cH:28]1. The reactants are F[B-](F)(F)F, CCN(C(C)C)C(C)C, Cc1ccc(CCN)s1, O=C(O)CCc1ccc(C(F)(F)F)cc1, CN(C)C=O, CN(C)C(On1nnc2ccccc21)=[N+](C)C. As a reaction SMILES: [B-:16]([F:17])([F:18])([F:19])[F:20].[CH2:38]([N:39]([CH:40]([CH3:41])[CH3:42])[CH:43]([CH3:44])[CH3:45])[CH3:46].[CH3:47][c:48]1[cH:49][cH:50][c:51]([CH2:53][CH2:54][NH2:55])[s:52]1.[F:1][C:2]([c:3]1[cH:4][cH:5][c:6]([CH2:7][CH2:8][C:9](=[O:10])[OH:11])[cH:12][cH:13]1)([F:14])[F:15].[O:56]=[CH:57][N:58]([CH3:59])[CH3:60].[n:21]1([O:22][C:23]([N:24]([CH3:25])[CH3:26])=[N+:27]([CH3:28])[CH3:29])[c:30]2[cH:31][cH:32][cH:33][cH:34][c:35]2[n:36][n:37]1>>[F:1][C:2]([c:3]1[cH:4][cH:5][c:6]([CH2:7][CH2:8][C:9](=[O:11])[NH:55][CH2:54][CH2:53][c:51]2[cH:50][cH:49][c:48]([CH3:47])[s:52]2)[cH:12][cH:13]1)([F:14])[F:15]. Product: Cc1ccc(CCNC(=O)CCc2ccc(C(F)(F)F)cc2)s1.